Task: describe an organic reaction: reactants, conditions, products, and yield. Dataset: the Open Reaction Database (ORD), a public repository of structured organic reaction records Reactants: raw material, C1(C(C2=CC=CC3=CC=CC1=C23)=O)=O (acenaphthenequinone), S(O)(O)(=O)=O (sulfuric acid), BrBr (bromine). Product: BrC1=CC=C2C(C(C=3C=CC=C1C32)=O)=O (5-bromoacenaphthylene-1,2-dione). RXN SMILES: [C:1]1(=[O:14])[C:11]2=[C:12]3[C:7](=[CH:8][CH:9]=[CH:10]2)[CH:6]=[CH:5][CH:4]=[C:3]3[C:2]1=[O:13].S(=O)(=O)(O)O.[Br:20]Br>>[Br:20][C:6]1[C:7]2[C:12]3[C:3]([C:2](=[O:13])[C:1](=[O:14])[C:11]=3[CH:10]=[CH:9][CH:8]=2)=[CH:4][CH:5]=1. Reported procedure: In the second route, the raw material acenaphthenequinone and the solvent concentrated sulfuric acid are added into liquid bromine and refluxed for 2 hours to obtain 5-bromoacenaphthylene-1,2-dione. The resulting bromoacenaphthene reacts with alcohol, thioalcohol, phenol, thiophenol, ester or amide to obtain the corresponding substituted acenaphthenequinone iv, as follows: Starting materials: C(CC)C1=CC=C(C=C1)Br (4-propylbromobenzene), [Mg] (magnesium), COB(OC)OC (trimethoxy borane), Cl (hydrochloric acid), BrC=1C=C2CCC(CC2=CC1)C1=CC(=C(C=C1)F)F (6-bromo-2-(3,4-difluorophenyl)-1,2,3,4-tetrahydronaphthalene), P(=O)([O-])([O-])[O-].[K+].[K+].[K+] (potassium phosphate). Reagents/catalysts: C=1C=CC(=CC1)[P](C=2C=CC=CC2)(C=3C=CC=CC3)[Pd]([P](C=4C=CC=CC4)(C=5C=CC=CC5)C=6C=CC=CC6)([P](C=7C=CC=CC7)(C=8C=CC=CC8)C=9C=CC=CC9)[P](C=1C=CC=CC1)(C=1C=CC=CC1)C=1C=CC=CC1 (tetrakis(triphenylphosphine)palladium(0)). Run in CN(C=O)C (dimethyl formamide), O (water). Conditions: temperature 80 celsius, time 10 hour. Product: FC=1C=C(C=CC1F)C1CC2=CC=C(C=C2CC1)C1=CC=C(C=C1)CCC (2-(3,4-difluorophenyl)-6-(4-propylphenyl)-1,2,3,4-tetrahydronaphthalene). Reaction SMILES: [CH2:1]([C:4]1[CH:9]=[CH:8][C:7](Br)=[CH:6][CH:5]=1)[CH2:2][CH3:3].[Mg].COB(OC)OC.Cl.Br[C:21]1[CH:22]=[C:23]2[C:28](=[CH:29][CH:30]=1)[CH2:27][CH:26]([C:31]1[CH:36]=[CH:35][C:34]([F:37])=[C:33]([F:38])[CH:32]=1)[CH2:25][CH2:24]2.P([O-])([O-])([O-])=O.[K+].[K+].[K+]>CN(C)C=O.C1C=CC([P]([Pd]([P](C2C=CC=CC=2)(C2C=CC=CC=2)C2C=CC=CC=2)([P](C2C=CC=CC=2)(C2C=CC=CC=2)C2C=CC=CC=2)[P](C2C=CC=CC=2)(C2C=CC=CC=2)C2C=CC=CC=2)(C2C=CC=CC=2)C2C=CC=CC=2)=CC=1.O>[F:38][C:33]1[CH:32]=[C:31]([CH:26]2[CH2:25][CH2:24][C:23]3[C:28](=[CH:29][CH:30]=[C:21]([C:7]4[CH:8]=[CH:9][C:4]([CH2:1][CH2:2][CH3:3])=[CH:5][CH:6]=4)[CH:22]=3)[CH2:27]2)[CH:36]=[CH:35][C:34]=1[F:37] |f:5.6.7.8,^1:55,57,76,95|. Procedure: A solution of 4.5 g of 4-propylphenylboric acid obtained by reaction of a Grignard reagent prepared from 4-propylbromobenzene and magnesium with trimethoxy borane and subsequent hydrolysis with dilute hydrochloric acid, 5.0 g of 6-bromo-2-(3,4-difluorophenyl)-1,2,3,4-tetrahydronaphthalene synthesized in the example 15, 0.3 g of tetrakis(triphenylphosphine)palladium(0), and 3.0 g of potassium phosphate in 30 ml of dimethyl formamide was stirred for 10 hours at 80° C. The mixture was subsequently ... Starting materials: C(C1=CC=CC=C1)(=O)NN (benzoylhydrazine), ClC(C(OC)=N)(Cl)Cl (methyl 2,2,2-trichloroacetimidate). Conditions: time 16 hour. Product: ClC(C(=N)NNC(C1=CC=CC=C1)=O)(Cl)Cl (1-Trichloroacetimidoyl-2-Benzoylhydrazine). Yield: 94.7%. As a reaction SMILES: [C:1]([NH:9][NH2:10])(=[O:8])[C:2]1[CH:7]=[CH:6][CH:5]=[CH:4][CH:3]=1.[Cl:11][C:12]([Cl:18])([Cl:17])[C:13](=[NH:16])OC>>[Cl:11][C:12]([Cl:18])([Cl:17])[C:13]([NH:10][NH:9][C:1](=[O:8])[C:2]1[CH:7]=[CH:6][CH:5]=[CH:4][CH:3]=1)=[NH:16]. Reported procedure: A mixture of 9.1 g (0.07 mole) benzoylhydrazine and 20 ml (28.5 g, 0.16 mole) methyl 2,2,2-trichloroacetimidate was stirred 16 hours at room temperature. The solid that was left was washed with petroleum ether and dried to give 18.6 g (100% yield) of product (mp 170°-172° C.). A sample recrystallized from ethanol had mp 178°-181° C. The structure was confirmed via infrared and elemental analysis. The reactants are BrC=1C=CC2=C(C=C(O2)CO)C1 ((5-bromo-benzofuran-2-yl)-methanol), C(C)(C)(C)[SnH2]C1=CN=NC=C1 (4-tert-butylstannanyl-pyridazine), O (water). Reagents/catalysts: C=1C=CC(=CC1)[P](C=2C=CC=CC2)(C=3C=CC=CC3)[Pd]([P](C=4C=CC=CC4)(C=5C=CC=CC5)C=6C=CC=CC6)([P](C=7C=CC=CC7)(C=8C=CC=CC8)C=9C=CC=CC9)[P](C=1C=CC=CC1)(C=1C=CC=CC1)C=1C=CC=CC1 (tetrakis(triphenylphosphine)palladium). Run in C1(=CC=CC=C1)C (toluene). Reaction conditions: temperature 95 celsius, time 8 hour. Yields the product N1=NC=C(C=C1)C=1C=CC2=C(C=C(O2)CO)C1 ((5-pyridazin-4-yl-benzofuran-2-yl)-methanol). As a reaction SMILES: Br[C:2]1[CH:3]=[CH:4][C:5]2[O:9][C:8]([CH2:10][OH:11])=[CH:7][C:6]=2[CH:12]=1.C([SnH2][C:18]1[CH:23]=[CH:22][N:21]=[N:20][CH:19]=1)(C)(C)C.O>C1(C)C=CC=CC=1.C1C=CC([P]([Pd]([P](C2C=CC=CC=2)(C2C=CC=CC=2)C2C=CC=CC=2)([P](C2C=CC=CC=2)(C2C=CC=CC=2)C2C=CC=CC=2)[P](C2C=CC=CC=2)(C2C=CC=CC=2)C2C=CC=CC=2)(C2C=CC=CC=2)C2C=CC=CC=2)=CC=1>[N:20]1[CH:19]=[CH:18][C:23]([C:2]2[CH:3]=[CH:4][C:5]3[O:9][C:8]([CH2:10][OH:11])=[CH:7][C:6]=3[CH:12]=2)=[CH:22][N:21]=1 |^1:35,37,56,75|. Procedure: To a solution of (5-bromo-benzofuran-2-yl)-methanol (1.6 g, 3.7 mmol) and 4-tert-butylstannanyl-pyridazine (1 g; 4.4 mmol) in 15 mL dry toluene, was added tetrakis(triphenylphosphine)palladium (0) (130 mg). The mixture was stirred at 95° C. overnight. After allowing the mixture to come to room temperature, the solution was poured into water, extracted, dried over MgSO4, and filtrated to afford 2.4 g of crude product that was further purified by chromatography to afford (5-pyridazin-4-yl-benzofur... Reactants: C(=O)(OC(C)(C)C)N1CCC(CC1)=O (1-Boc-4-piperidone), NC1=CC=C(C=C1)S(=O)(=O)N(CC1=CC=CC=C1)CC1=CC=CC=C1 (4-amino-N,N-dibenzyl-benzenesulfonamide). The product is C(C)(C)(C)OC(=O)N1CCC(CC1)NC1=CC=C(C=C1)S(N(CC1=CC=CC=C1)CC1=CC=CC=C1)(=O)=O (4-(4-dibenzylsulfamoyl-phenylamino)-piperidine-1-carboxylic acid tert-butyl ester). Isolated yield 54.6%. As a reaction SMILES: [C:1]([N:8]1[CH2:13][CH2:12][C:11](=O)[CH2:10][CH2:9]1)([O:3][C:4]([CH3:7])([CH3:6])[CH3:5])=[O:2].[NH2:15][C:16]1[CH:21]=[CH:20][C:19]([S:22]([N:25]([CH2:33][C:34]2[CH:39]=[CH:38][CH:37]=[CH:36][CH:35]=2)[CH2:26][C:27]2[CH:32]=[CH:31][CH:30]=[CH:29][CH:28]=2)(=[O:24])=[O:23])=[CH:18][CH:17]=1>>[C:4]([O:3][C:1]([N:8]1[CH2:13][CH2:12][CH:11]([NH:15][C:16]2[CH:17]=[CH:18][C:19]([S:22](=[O:24])(=[O:23])[N:25]([CH2:26][C:27]3[CH:28]=[CH:29][CH:30]=[CH:31][CH:32]=3)[CH2:33][C:34]3[CH:39]=[CH:38][CH:37]=[CH:36][CH:35]=3)=[CH:20][CH:21]=2)[CH2:10][CH2:9]1)=[O:2])([CH3:7])([CH3:6])[CH3:5]. Procedure details: Using general procedure A, 1-Boc-4-piperidone (1.00 g, 5.03 mmol) and 4-amino-N,N-dibenzyl-benzenesulfonamide (Mikhura, I. V.; et al., Russ. J. Org. Chem., 36, 1, 2002, 64-68) (1.53 g, 4.34 mmol) afforded 4-(4-dibenzylsulfamoyl-phenylamino)-piperidine-1-carboxylic acid tert-butyl ester as a white solid (1.27 g, 55%). Starting materials: C(C1=CC=CC=C1)OC(N[C@@H]1[C@H](OC(C1)=O)OCC)=O ((2S,3S)-(2-Ethoxy-5-oxo-tetrahydro-furan-3-yl)-carbamic acid benzyl ester). The reagents and catalysts are [Pd] (Pd/C). The solvent is C(C)(=O)OCC (Ethyl acetate). The product is N[C@H]1CC(O[C@@H]1OCC)=O ((4S,5S)-4-Amino-5-ethoxy-dihydro-furan-2-one). Yield: 93.9%. Reaction SMILES: C(OC(=O)[NH:10][C@H:11]1[CH2:15][C:14](=[O:16])[O:13][C@@H:12]1[O:17][CH2:18][CH3:19])C1C=CC=CC=1>C(OCC)(=O)C.[Pd]>[NH2:10][C@@H:11]1[C@@H:12]([O:17][CH2:18][CH3:19])[O:13][C:14](=[O:16])[CH2:15]1. Procedure details: To a suspension of (2S,3S)-(2-Ethoxy-5-oxo-tetrahydro-furan-3-yl)-carbamic acid benzyl ester (0.43 g, 1.54 mmol) in Ethyl acetate (50 mL) at room temperature was added 10 mol % Pd/C (˜0.05 g). The reaction flask was purged between H2 (1atm) and vacuum three times before stirring under H2 (1atm) at room temperature. After stirring at room temperature for 3 hrs, the reaction mixture was filtered through celite and then evaporated to dryness to give the title compound (0.21 g, 94%) as a clear oil. ... Reactants: COC1=CC=C(CN2CN(C3=CC=C(C=C3C2)Cl)CC2=CC=CC=C2)C=C1 (3-(4-methoxybenzyl)-1-benzyl-6-chloro-3,4-dihydroquinazolin), C(=O)(C(F)(F)F)O (TFA). Solvent: C(Cl)Cl (DCM). Conditions: time 5 hour. Product: C(C1=CC=CC=C1)N1C(NCC2=CC(=CC=C12)Cl)=O (1-benzyl-6-chloro-3,4-dihydroquinazolin-2(1H)-one). As a reaction SMILES: COC1C=CC(C[N:8]2[CH2:17][C:16]3[C:11](=[CH:12][CH:13]=[C:14]([Cl:18])[CH:15]=3)[N:10]([CH2:19][C:20]3[CH:25]=[CH:24][CH:23]=[CH:22][CH:21]=3)[CH2:9]2)=CC=1.C(O)(C(F)(F)F)=[O:29]>C(Cl)Cl>[CH2:19]([N:10]1[C:11]2[C:16](=[CH:15][C:14]([Cl:18])=[CH:13][CH:12]=2)[CH2:17][NH:8][C:9]1=[O:29])[C:20]1[CH:25]=[CH:24][CH:23]=[CH:22][CH:21]=1. Procedure details: To a stirring mixture of 3-(4-methoxybenzyl)-1-benzyl-6-chloro-3,4-dihydroquinazolin-2(1H-one (0.2 g, 0.68 mmol) in DCM (5.0 mL) was added TFA (4.0 mL). The mixture was stirred at RT for 5 h. The reaction was monitored by MS, and upon completion, the reaction was concentrated. The crude residue was purified using flash column chromatography (100% DCM to 2% MeOH in DCM) to obtain the desired product 1-benzyl-6-chloro-3,4-dihydroquinazolin-2(1H)-one as a white solid. MS m/e 273 (M+H)+. Reactants: SC=1N(C(C=C(N1)C1=NC(=NC=C1)C1=CC=CC=C1)=O)C (2-Mercapto-1-methyl-2′-phenyl-1H-[4,4′]bipyrimidinyl-6-one), P(=O)(Cl)(Cl)Cl (phosphorus oxychloride), O (water), C([O-])(O)=O.[Na+] (sodium bicarbonate). Solvent: ClCCCl (1,2-dichloroethane), CN1C(CCC1)=O (N-methylpyrrolidone), CN1C(CCC1)=O (N-methylpyrrolidone). Run at time 20 minute. Product: ClC=1N(C(C=C(N1)C1=NC(=NC=C1)C1=CC=CC=C1)=O)C (2-chloro-1-methyl-2′-phenyl-1H-[4,4′]bipyrimidinyl-6-one). Yield: 74.6%. As a reaction SMILES: S[C:2]1[N:3]([CH3:21])[C:4](=[O:20])[CH:5]=[C:6]([C:8]2[CH:13]=[CH:12][N:11]=[C:10]([C:14]3[CH:19]=[CH:18][CH:17]=[CH:16][CH:15]=3)[N:9]=2)[N:7]=1.P(Cl)(Cl)([Cl:24])=O.O.C(=O)(O)[O-].[Na+]>ClCCCl.CN1CCCC1=O>[Cl:24][C:2]1[N:3]([CH3:21])[C:4](=[O:20])[CH:5]=[C:6]([C:8]2[CH:13]=[CH:12][N:11]=[C:10]([C:14]3[CH:19]=[CH:18][CH:17]=[CH:16][CH:15]=3)[N:9]=2)[N:7]=1 |f:3.4|. Reported procedure: 2-Mercapto-1-methyl-2′-phenyl-1H-[4,4′]bipyrimidinyl-6-one (2.76 g, 9.33 mmol) in 1,2-dichloroethane (20 ml) and N-methylpyrrolidone (2 ml) was added to a solution of phosphorus oxychloride (3.83 g, 25.0 mmol) and N-methylpyrrolidone (5.22 g, 52.7 mmol) at 50° C. and the mixture was stirred for 20 minutes. The solution was poured into warm water, and sodium bicarbonate (10.2 g, 121 mmol) was added to the solution and the mixture was stirred until no gas was generated. The resulting solution was ... Starting materials: C(C)(=O)N1C(C(C2=CC=C(C=C12)C(=O)OCC)=C(C1=CC=CC=C1)OCC)=O (1-acetyl-3-(1-ethoxy-1-phenylmethylene)-6-ethoxycarbonyl-2-indolinone), CN(CCCN(C(C)=O)C1=CC=C(N)C=C1)C (4-(N-(3-dimethylamino-propyl)-N-acetyl-amino)-aniline). The product is CN(CCCN(C(C)=O)C1=CC=C(N\C(\C2=CC=CC=C2)=C\2/C(NC3=CC(=CC=C23)C(=O)OCC)=O)C=C1)C (3-Z-[1-(4-(N-(3-dimethylamino-propyl)-N-acetyl-amino)-anilino)-1-phenyl-methylene]-6-ethoxycarbonyl-2-indolinone). Reaction SMILES: C([N:4]1[C:12]2[C:7](=[CH:8][CH:9]=[C:10]([C:13]([O:15][CH2:16][CH3:17])=[O:14])[CH:11]=2)[C:6](=[C:18](OCC)[C:19]2[CH:24]=[CH:23][CH:22]=[CH:21][CH:20]=2)[C:5]1=[O:28])(=O)C.[CH3:29][N:30]([CH3:45])[CH2:31][CH2:32][CH2:33][N:34]([C:38]1[CH:44]=[CH:43][C:41]([NH2:42])=[CH:40][CH:39]=1)[C:35](=[O:37])[CH3:36]>>[CH3:45][N:30]([CH3:29])[CH2:31][CH2:32][CH2:33][N:34]([C:38]1[CH:39]=[CH:40][C:41]([NH:42]/[C:18](=[C:6]2\[C:5](=[O:28])[NH:4][C:12]3[C:7]\2=[CH:8][CH:9]=[C:10]([C:13]([O:15][CH2:16][CH3:17])=[O:14])[CH:11]=3)/[C:19]2[CH:24]=[CH:23][CH:22]=[CH:21][CH:20]=2)=[CH:43][CH:44]=1)[C:35](=[O:37])[CH3:36]. Procedure details: Prepared from 1-acetyl-3-(1-ethoxy-1-phenylmethylene)-6-ethoxycarbonyl-2-indolinone and 4-(N-(3-dimethylamino-propyl)-N-acetyl-amino)-aniline Rf value: 0.2 (aluminium oxide, methylene chloride/ethanol=40:1) C31H34N4O4 Reactants: COCCC(C)C1=CC=C(C(=O)OC)C=C1 (methyl 4-(4-methoxybutan-2-yl)benzoate), O.[OH-].[Li+] (lithium hydroxide hydrate), Cl (hydrochloric acid). The solvent is CO (methanol), O (water). Conditions: time 12 hour. The product is COCCC(C)C1=CC=C(C(=O)O)C=C1 (4-(4-methoxybutan-2-yl)benzoic acid). Yield: 89.5%. As a reaction SMILES: [CH3:1][O:2][CH2:3][CH2:4][CH:5]([C:7]1[CH:16]=[CH:15][C:10]([C:11]([O:13]C)=[O:12])=[CH:9][CH:8]=1)[CH3:6].O.[OH-].[Li+].Cl>CO.O>[CH3:1][O:2][CH2:3][CH2:4][CH:5]([C:7]1[CH:8]=[CH:9][C:10]([C:11]([OH:13])=[O:12])=[CH:15][CH:16]=1)[CH3:6] |f:1.2.3|. Reported procedure: To the solution of methyl 4-(4-methoxybutan-2-yl)benzoate (211 mg, 0.95 mmol) in methanol (30 mL) and water (5 mL) was added lithium hydroxide hydrate (100 mg, 2.4 mmol) were added. The mixture was stirred at room temperature for 12 hours. Then the reaction mixture was acidified by hydrochloric acid aqueous solution (1N) to adjust pH=6 and extracted with dichloromethane (10 mL×3). The organic layers were combined and concentrated to give 4-(4-methoxybutan-2-yl)benzoic acid (177 mg, 90%).